This data is from the Open Reaction Database (ORD), a public repository of structured organic reaction records. The task is: describe an organic reaction: reactants, conditions, products, and yield Starting materials: CC(C)([O-])C.[K+] (Potassium tert-butoxide), COC=1C=C(C(=O)C2=C(C=CC(=C2)C2(OCCO2)C2=CC=C(C=C2)Cl)NC(C)=O)C=CC1 (N-[2-(3-methoxybenzoyl)-4-[2-(4-chlorophenyl)-1,3-dioxolan-2-yl]phenyl]acetamide). Run in COCCOC (1,2-dimethoxyethane). Product: ClC1=CC=C(C=C1)C1(OCCO1)C=1C=C2C(=CC(NC2=CC1)=O)C1=CC(=CC=C1)OC (6-[2-(4-chloro-phenyl)-1,3-dioxolan-2-yl]-4-(3-methoxyphenyl)-2(1H)-quinolinone). The yield is 123.0%. As a reaction SMILES: CC(C)([O-])C.[K+].[CH3:7][O:8][C:9]1[CH:10]=[C:11]([CH:36]=[CH:37][CH:38]=1)[C:12]([C:14]1[CH:19]=[C:18]([C:20]2([C:25]3[CH:30]=[CH:29][C:28]([Cl:31])=[CH:27][CH:26]=3)[O:24][CH2:23][CH2:22][O:21]2)[CH:17]=[CH:16][C:15]=1[NH:32][C:33](=[O:35])[CH3:34])=O>COCCOC>[Cl:31][C:28]1[CH:27]=[CH:26][C:25]([C:20]2([C:18]3[CH:19]=[C:14]4[C:15](=[CH:16][CH:17]=3)[NH:32][C:33](=[O:35])[CH:34]=[C:12]4[C:11]3[CH:36]=[CH:37][CH:38]=[C:9]([O:8][CH3:7])[CH:10]=3)[O:21][CH2:22][CH2:23][O:24]2)=[CH:30][CH:29]=1 |f:0.1|. Procedure: Potassium tert-butoxide (33 g) was added portionwise at room temperature to a solution of interm. (5-d) (36.4 g) in 1,2-dimethoxyethane (350 ml) and the mixture was stirred at room temperature overnight. The mixture was hydrolized and extracted with DCM. The organic layer was dried, filtered off and evaporated till dryness. The product was used without further purification, yielding 43 g of 6-[2-(4-chloro-phenyl)-1,3-dioxolan-2-yl]-4-(3-methoxyphenyl)-2(1H)-quinolinone (interm. 5-e). Reactants: COc1cc2nccc(Oc3ccc(N)c(C)c3)c2cc1OC, Cc1ccccc1, CCO, O=C(N=C=S)c1ccccc1Cl. The product is COc1cc2nccc(Oc3ccc(NC(=S)NC(=O)c4ccccc4Cl)c(C)c3)c2cc1OC. RXN SMILES: [CH3:13][O:14][c:15]1[cH:16][c:17]2[c:18]([O:27][c:28]3[cH:29][c:30]([CH3:35])[c:31]([NH2:32])[cH:33][cH:34]3)[cH:19][cH:20][n:21][c:22]2[cH:23][c:24]1[O:25][CH3:26].[CH3:36][c:37]1[cH:38][cH:39][cH:40][cH:41][cH:42]1.[CH3:43][CH2:44][OH:45].[Cl:1][c:2]1[c:3]([C:8](=[O:9])[N:10]=[C:11]=[S:12])[cH:4][cH:5][cH:6][cH:7]1>>[Cl:1][c:2]1[c:3]([C:8](=[O:9])[NH:10][C:11](=[S:12])[NH:32][c:31]2[c:30]([CH3:35])[cH:29][c:28]([O:27][c:18]3[c:17]4[cH:16][c:15]([O:14][CH3:13])[c:24]([O:25][CH3:26])[cH:23][c:22]4[n:21][cH:20][cH:19]3)[cH:34][cH:33]2)[cH:4][cH:5][cH:6][cH:7]1. Reactants: CCN(C(C)C)C(C)C, CN(C)C=O, FC(F)CI, CC(C)(C)OC(=O)NC1CCNC1. Product: CC(C)(C)OC(=O)NC1CCN(CC(F)F)C1. RXN SMILES: [CH2:19]([N:20]([CH:21]([CH3:22])[CH3:23])[CH:24]([CH3:25])[CH3:26])[CH3:27].[CH3:28][N:29]([CH3:30])[CH:31]=[O:32].[F:14][CH:15]([CH2:16][I:17])[F:18].[NH:1]1[CH2:2][CH:3]([NH:6][C:7]([O:8][C:9]([CH3:10])([CH3:11])[CH3:12])=[O:13])[CH2:4][CH2:5]1>>[N:1]1([CH2:16][CH:15]([F:14])[F:18])[CH2:2][CH:3]([NH:6][C:7]([O:8][C:9]([CH3:10])([CH3:11])[CH3:12])=[O:13])[CH2:4][CH2:5]1. Starting materials: CCOCCOc1ccc(C(=O)CBr)cc1SC, Br, COc1ccc(CCC(C)N)cc1, CN(C)C=O. Yields the product Br, CCOCCOc1ccc(C(=O)CNC(C)CCc2ccc(OC)cc2)cc1SC. RXN SMILES: [Br:14][CH2:15][C:16](=[O:17])[c:18]1[cH:19][c:20]([S:30][CH3:31])[c:21]([O:24][CH2:25][CH2:26][O:27][CH2:28][CH3:29])[cH:22][cH:23]1.[BrH:32].[CH3:1][O:2][c:3]1[cH:4][cH:5][c:6]([CH2:9][CH2:10][CH:11]([CH3:12])[NH2:13])[cH:7][cH:8]1.[CH3:33][N:34]([CH3:35])[CH:36]=[O:37]>>[BrH:14].[CH3:1][O:2][c:3]1[cH:4][cH:5][c:6]([CH2:9][CH2:10][CH:11]([CH3:12])[NH:13][CH2:15][C:16](=[O:17])[c:18]2[cH:19][c:20]([S:30][CH3:31])[c:21]([O:24][CH2:25][CH2:26][O:27][CH2:28][CH3:29])[cH:22][cH:23]2)[cH:7][cH:8]1. The reactants are amine, C=1(C(=CC=C2C=CC=CC12)O)C1=CC=CC2=CC=CC=C12 (binaphthol), P([O-])([O-])N (phosphoramidite), C=1(C(=CC=C2C=CC=CC12)O)C1=CC=CC2=CC=CC=C12 (binaphthol), P([O-])([O-])N (phosphoramidite). Product: P([O-])([O-])N (Phosphoramidite), C=1(C(=CC=CC1)C=1C(=CC=CC1)O)O (biphenol). As a reaction SMILES: [P:1]([NH2:4])([O-:3])[O-:2].[C:5]1([C:16]2[C:25]3[C:20](=CC=CC=3)[CH:19]=[CH:18][CH:17]=2)[C:6]([OH:15])=[CH:7][CH:8]=[C:9]2[C:14]=1C=CC=C2>>[P:1]([NH2:4])([O-:3])[O-:2].[C:25]1([OH:2])[C:16]([C:5]2[C:6]([OH:15])=[CH:7][CH:8]=[CH:9][CH:14]=2)=[CH:17][CH:18]=[CH:19][CH:20]=1. Procedure: As shown in Table 1, the reaction proceeded smoothly at room temperature in the presence of [Ir(cod)Cl]2 (1 mol %) and phosphoramidite ligand 1 above (2 mol %, L/Ir=1) to give after 10 h branched product 3 in 84% isolated yield with excellent regioselectivity (3/4/5=98/1/1) and 95% enantiomeric excess (entry 1). Reaction at 50° C. for 4 h gave 89% of product 3 with 94% ee (entry 2). Reactions catalyzed by complexes of the diastereomeric form of phosphoramidite ligand L1 with opposite relative co... Starting materials: S(O)(O)(=O)=O (sulfuric acid), C(C)(=O)[O-].[K+] (potassium acetate), C(C)(=O)OC(C)=O (Acetic anhydride), C(#N)C1=CC(=C(C=C1)SC=1SC=CC1)F ((4-cyano-2-fluorophenylthio)thiophene). Run in C(C)(=O)OCC (ethyl acetate), C(C)O (ethanol), C(C)(=O)OCC (ethyl acetate). Conditions: time 8 hour. Product: [K+].C(#N)C1=CC(=C(C=C1)SC1=CC=C(S1)S(=O)(=O)[O-])F (5-[4-cyano-2-fluorophenylthio]thiophene-2-sulfonic acid potassium salt). Reaction SMILES: C(OC(=O)C)(=O)C.[C:8]([C:10]1[CH:15]=[CH:14][C:13]([S:16][C:17]2[S:18][CH:19]=[CH:20][CH:21]=2)=[C:12]([F:22])[CH:11]=1)#[N:9].[S:23](=O)(=[O:26])([OH:25])[OH:24].C([O-])(=O)C.[K+:32]>C(OCC)(=O)C.C(O)C>[K+:32].[C:8]([C:10]1[CH:15]=[CH:14][C:13]([S:16][C:17]2[S:18][C:19]([S:23]([O-:26])(=[O:25])=[O:24])=[CH:20][CH:21]=2)=[C:12]([F:22])[CH:11]=1)#[N:9] |f:3.4,7.8|. Procedure details: Acetic anhydride (7.34 g, 0.072 mol) was added to (4-cyano-2-fluorophenylthio)thiophene (8.46 g, 0.036 mol) in 200 ml ethyl acetate at 0° C. A cooled solution of sulfuric acid (3.88 g, 0.0395 mol) and ethyl acetate (10 ml) was added dropwise and allowed to stir at room temperature overnight. After cooling to 0° C. potassium acetate (4.23 g, 0.043 mol) in a minimum amount of ethanol was added slowly. A white solid (11.70 g) was collected after stirring one hour.